From a dataset of the Open Reaction Database (ORD), a public repository of structured organic reaction records. describe an organic reaction: reactants, conditions, products, and yield Starting materials: [N+](=O)([O-])C1=CC(=C(C=C1)C1=CC=C(C=C1)[N+](=O)[O-])O (4,4'-dinitro-2-hydroxybiphenyl), C([O-])([O-])=O.[K+].[K+] (potassium carbonate), BrCCC=C (4-bromo-1-butene). Run in CC(=O)C (acetone). Product: C(CC=C)OC1=C(C=CC(=C1)[N+](=O)[O-])C1=CC=C(C=C1)[N+](=O)[O-] (2-(3-butenyloxy)-4,4'-dinitrobiphenyl). Yield: 41.4%. Reaction SMILES: [N+:1]([C:4]1[CH:9]=[CH:8][C:7]([C:10]2[CH:15]=[CH:14][C:13]([N+:16]([O-:18])=[O:17])=[CH:12][CH:11]=2)=[C:6]([OH:19])[CH:5]=1)([O-:3])=[O:2].C(=O)([O-])[O-].[K+].[K+].Br[CH2:27][CH2:28][CH:29]=[CH2:30]>CC(C)=O>[CH2:30]([O:19][C:6]1[CH:5]=[C:4]([N+:1]([O-:3])=[O:2])[CH:9]=[CH:8][C:7]=1[C:10]1[CH:11]=[CH:12][C:13]([N+:16]([O-:18])=[O:17])=[CH:14][CH:15]=1)[CH2:29][CH:28]=[CH2:27] |f:1.2.3|. Procedure details: Next, 10.4 g of the 4,4'-dinitro-2-hydroxybiphenyl thus obtained was dissolved in 95 mL dry acetone. 5.52 g of potassium carbonate and 7.56 g of 4-bromo-1-butene were added, and the resulting mixture was heated under reflux for 71 hours. Workup by the usual methods gave 5.20 g of 2-(3-butenyloxy)-4,4'-dinitrobiphenyl as a light yellow powder. Reactants: O=S1(CC(CN(C2=C1C=CC(=C2)OCC(=O)OCC)C2=CC=CC=C2)(CC)CCCC)=O (1,1-Dioxo-3-butyl-3-ethyl-5-phenyl-7-(ethoxycarbonylmethoxy)-2,3,4,5-tetrahydro-1,5-benzothiazepine), [OH-].[Na+] (sodium hydroxide), C(C)O (ethanol). Solvent: CC(=O)O (AcOH). Yields the product O=S1(CC(CN(C2=C1C=CC(=C2)OCC(=O)O)C2=CC=CC=C2)(CC)CCCC)=O (1,1-Dioxo-3-butyl-3-ethyl-5-phenyl-7-(carboxymethoxy)-2,3,4,5-tetrahydro-1,5-benzothiazepine). Isolated yield 79.2%. Reaction SMILES: [O:1]=[S:2]1(=[O:32])[C:8]2[CH:9]=[CH:10][C:11]([O:13][CH2:14][C:15]([O:17]CC)=[O:16])=[CH:12][C:7]=2[N:6]([C:20]2[CH:25]=[CH:24][CH:23]=[CH:22][CH:21]=2)[CH2:5][C:4]([CH2:28][CH2:29][CH2:30][CH3:31])([CH2:26][CH3:27])[CH2:3]1.[OH-].[Na+].C(O)C>CC(O)=O>[O:32]=[S:2]1(=[O:1])[C:8]2[CH:9]=[CH:10][C:11]([O:13][CH2:14][C:15]([OH:17])=[O:16])=[CH:12][C:7]=2[N:6]([C:20]2[CH:21]=[CH:22][CH:23]=[CH:24][CH:25]=2)[CH2:5][C:4]([CH2:28][CH2:29][CH2:30][CH3:31])([CH2:26][CH3:27])[CH2:3]1 |f:1.2|. Procedure details: 1,1-Dioxo-3-butyl-3-ethyl-5-phenyl-7-(ethoxycarbonylmethoxy)-2,3,4,5-tetrahydro-1,5-benzothiazepine (Method 3; 110 mg, 0.24 mmol) and sodium hydroxide (100 mg, 2.5 mmol) were added to ethanol (5 ml, 95%). The mixture was refluxed for 1 h. AcOH (0.30 ml) was added and the reaction mixture was evaporated under reduced pressure. The residue was extracted with DCM/water. The DCM layer was separated, dried and evaporated under reduced pressure. The residue crystallised when treated with hexane. 82 mg... The reactants are C(=O)(C(F)(F)F)O (TFA), C(C)(C)(C)OC(CN1C(N(C2=CC=CC=C2C1=O)CC(NC1=CC(=NC(=C1)Cl)Cl)=O)=O)=O ({1-[(2,6-Dichloro-pyridin-4-ylcarbamoyl)-methyl]-2,4-dioxo-1,4-dihydro-2H-quinazolin-3-yl}-acetic acid tert-butyl ester). Run in C(Cl)Cl (DCM). Reaction conditions: time 2 hour. Product: ClC1=NC(=CC(=C1)NC(=O)CN1C(N(C(C2=CC=CC=C12)=O)CC(=O)O)=O)Cl ({1-[(2,6-Dichloro-pyridin-4-ylcarbamoyl)-methyl]-2,4-dioxo-1,4-dihydro-2H-quinazolin-3-yl}-acetic acid). As a reaction SMILES: C([O:5][C:6](=[O:32])[CH2:7][N:8]1[C:17](=[O:18])[C:16]2[C:11](=[CH:12][CH:13]=[CH:14][CH:15]=2)[N:10]([CH2:19][C:20](=[O:30])[NH:21][C:22]2[CH:27]=[C:26]([Cl:28])[N:25]=[C:24]([Cl:29])[CH:23]=2)[C:9]1=[O:31])(C)(C)C.C(O)(C(F)(F)F)=O>C(Cl)Cl>[Cl:28][C:26]1[CH:27]=[C:22]([NH:21][C:20]([CH2:19][N:10]2[C:11]3[C:16](=[CH:15][CH:14]=[CH:13][CH:12]=3)[C:17](=[O:18])[N:8]([CH2:7][C:6]([OH:32])=[O:5])[C:9]2=[O:31])=[O:30])[CH:23]=[C:24]([Cl:29])[N:25]=1. Procedure details: A round bottomed flask is charged with {1-[(2,6-Dichloro-pyridin-4-ylcarbamoyl)-methyl]-2,4-dioxo-1,4-dihydro-2H-quinazolin-3-yl}-acetic acid tert-butyl ester (50.9 mg, 0.106 mmol) is treated with DCM (1.5 ml) and TFA (1.5 ml). The reaction mixture is stirred at RT for 2 hours and then concentrated in vacuo. The residue is taken up in a minimal amount of DCM and concentrated in vacuo. This process is repeated twice with EtOAc, and twice with MeOH to give the title compound, [M+H]+ 422 The reactants are C(#N)[BH3-].[Na+] (sodium cyanoborohydride), ClC=1C=C(C=CC1Cl)C(CC=O)CN1C(=NC=C1)C1=CC=CC=C1 (3-(3,4-Dichlorophenyl)-4-(2-phenylimidazol-1-yl)butyraldehyde), OC1(CCNCC1)C1=CC=CC=C1 (4-hydroxy-4-phenylpiperidine), C(C)(=O)O (acetic acid). The solvent is C([O-])(O)=O.[Na+] (sodium bicarbonate), CO (methanol), CO (methanol), CO (methanol). Run at time 5 minute. Product: Cl.Cl.ClC=1C=C(C=CC1Cl)C(CCN1CCC(CC1)(C1=CC=CC=C1)O)CN1C(=NC=C1)C1=CC=CC=C1 (1-[3-(3,4-Dichlorophenyl)-4-(2-phenylimidazol-1-yl)butyl]-4-hydroxy-4-phenylpiperidine dihydrochloride). Yield: 138.0%. RXN SMILES: [Cl:1][C:2]1[CH:3]=[C:4]([CH:9]([CH2:13][N:14]2[CH:18]=[CH:17][N:16]=[C:15]2[C:19]2[CH:24]=[CH:23][CH:22]=[CH:21][CH:20]=2)[CH2:10][CH:11]=O)[CH:5]=[CH:6][C:7]=1[Cl:8].[OH:25][C:26]1([C:32]2[CH:37]=[CH:36][CH:35]=[CH:34][CH:33]=2)[CH2:31][CH2:30][NH:29][CH2:28][CH2:27]1.C(O)(=O)C.C([BH3-])#N.[Na+]>CO.C(=O)(O)[O-].[Na+]>[ClH:1].[ClH:1].[Cl:1][C:2]1[CH:3]=[C:4]([CH:9]([CH2:13][N:14]2[CH:18]=[CH:17][N:16]=[C:15]2[C:19]2[CH:24]=[CH:23][CH:22]=[CH:21][CH:20]=2)[CH2:10][CH2:11][N:29]2[CH2:30][CH2:31][C:26]([OH:25])([C:32]3[CH:37]=[CH:36][CH:35]=[CH:34][CH:33]=3)[CH2:27][CH2:28]2)[CH:5]=[CH:6][C:7]=1[Cl:8] |f:3.4,6.7,8.9.10|. Procedure details: 3-(3,4-Dichlorophenyl)-4-(2-phenylimidazol-1-yl)butyraldehyde (1.0 g) in methanol (7 mL) was added to a solution of 4-hydroxy-4-phenylpiperidine (0.741 g) and acetic acid (0.24 mL) in methanol (7 mL). After 5 minutes, sodium cyanoborohydride (0.263 g) in methanol (7 mL) was added in a single portion. After being stirred for 2 hours, the reaction mixture was diluted with aqueous sodium bicarbonate, stirred for 30 minutes, and extracted with dichloromethane. The organic extracts were dried, evapor...